Dataset: the Open Reaction Database (ORD), a public repository of structured organic reaction records. Task: describe an organic reaction: reactants, conditions, products, and yield Reactants: CC(C)N, CO, [H][H], CCOC(=O)N1CCC(=O)CC1, c1ccsc1. Product: CCOC(=O)N1CCC(NC(C)C)CC1. RXN SMILES: [CH3:13][CH:14]([CH3:15])[NH2:16].[CH3:24][OH:25].[H:22][H:23].[O:1]=[C:2]1[CH2:3][CH2:4][N:5]([C:8](=[O:9])[O:10][CH2:11][CH3:12])[CH2:6][CH2:7]1.[cH:17]1[cH:18][s:19][cH:20][cH:21]1>>[CH:2]1([NH:16][CH:14]([CH3:13])[CH3:15])[CH2:3][CH2:4][N:5]([C:8](=[O:9])[O:10][CH2:11][CH3:12])[CH2:6][CH2:7]1. The reactants are C=O, CCO, [Cl-], [Na+], [Na+], O=C([O-])O, CC(=O)NCC(=O)c1ccccc1. Product: CC(=O)NC(CO)C(=O)c1ccccc1. Reaction SMILES: [CH2:19]=[O:20].[CH3:23][CH2:24][OH:25].[Cl-:21].[Na+:18].[Na+:22].[O-:14][C:15]([OH:16])=[O:17].[O:1]=[C:2]([CH2:3][NH:4][C:5]([CH3:6])=[O:7])[c:8]1[cH:9][cH:10][cH:11][cH:12][cH:13]1>>[O:1]=[C:2]([CH:3]([NH:4][C:5]([CH3:6])=[O:7])[CH2:15][OH:14])[c:8]1[cH:9][cH:10][cH:11][cH:12][cH:13]1. Reactants: CC1=NOC=2C1=C(C=C(C2)C)O (3,6-dimethyl-1,2-benzisoxazol-4-ol), CC1=NOC=2C1=C(C=C(C2)C)O (3,6-dimethyl-1,2-benzisoxazol-4-ol), FC1=CC=C(C=C1)[N+](=O)[O-] (1-fluoro-4-nitrobenzene), C([O-])([O-])=O.[K+].[K+] (potassium carbonate). Solvent: C(C)#N (acetonitrile). Product: CC1=NOC2=C1C(=CC(=C2)C)OC2=CC=C(C=C2)[N+](=O)[O-] (3,6-dimethyl-4-[(4-nitrophenyl)oxy]-1,2-benzisoxazole). The yield is 34.7%. RXN SMILES: [CH3:1][C:2]1[C:6]2=[C:7]([OH:12])[CH:8]=[C:9]([CH3:11])[CH:10]=[C:5]2[O:4][N:3]=1.F[C:14]1[CH:19]=[CH:18][C:17]([N+:20]([O-:22])=[O:21])=[CH:16][CH:15]=1.C(=O)([O-])[O-].[K+].[K+]>C(#N)C>[CH3:1][C:2]1[C:6]2[C:7]([O:12][C:14]3[CH:19]=[CH:18][C:17]([N+:20]([O-:22])=[O:21])=[CH:16][CH:15]=3)=[CH:8][C:9]([CH3:11])=[CH:10][C:5]=2[O:4][N:3]=1 |f:2.3.4|. Procedure: 3,6-dimethyl-1,2-benzisoxazol-4-ol (Intermediate 19, 345 mg) was dissolved in acetonitrile (10.0 ml) and then 1-fluoro-4-nitrobenzene (298 mg, 2.11 mmol) and potassium carbonate (877 mg, 6.34 mmol) were added. The reaction mixture was stirred and heated at reflux overnight. After removal of the volatiles, the residue was purified by silica gel chromatography eluting with a gradient cHex/EtOAc from 100/0 to 50/50 to afford the title compound (208 mg).